Dataset: the Open Reaction Database (ORD), a public repository of structured organic reaction records. Task: describe an organic reaction: reactants, conditions, products, and yield Starting materials: FC(C=1C=C(C(CC2C(CCCC2)=O)=O)C=CC1)(F)F (2-(m-trifluoromethylphenacyl)cyclohexanone), NC1=CC=C(C(C(=O)O)=C1)O (5-aminosalicylic acid), crystals. The solvent is C(C)(=O)O (acetic acid). The product is C(=O)(O)C=1C=C(C=CC1O)N1C(=CC=2CCCCC12)C1=CC(=CC=C1)C(F)(F)F (1-(3-Carboxy-4-hydroxyphenyl)-2-(3-trifluoromethylphenyl)-4,5,6,7-tetrahydroindole). RXN SMILES: [F:1][C:2]([F:20])([F:19])[C:3]1[CH:4]=[C:5]([CH:16]=[CH:17][CH:18]=1)[C:6](=O)[CH2:7][CH:8]1[CH2:13][CH2:12][CH2:11][CH2:10][C:9]1=O.[NH2:21][C:22]1[CH:30]=[C:26]([C:27]([OH:29])=[O:28])[C:25]([OH:31])=[CH:24][CH:23]=1>C(O)(=O)C>[C:27]([C:26]1[CH:30]=[C:22]([N:21]2[C:9]3[CH2:10][CH2:11][CH2:12][CH2:13][C:8]=3[CH:7]=[C:6]2[C:5]2[CH:16]=[CH:17][CH:18]=[C:3]([C:2]([F:20])([F:19])[F:1])[CH:4]=2)[CH:23]=[CH:24][C:25]=1[OH:31])([OH:29])=[O:28]. Procedure: A mixture of 12.0 g. (0.042 mole) of 2-(m-trifluoromethylphenacyl)cyclohexanone, 6.45 g. (0.042 mole) of 5-aminosalicylic acid, and 30 ml. of glacial acetic acid was heated under reflux for 4 hours and filtered. The filtrate was diluted with water and the supernatant was decanted from the oil which separated. Trituration with cyclohexane gave 7.7 g. of solid, m.p. 215°-225°. Recrystallization from isopropyl alcohol-water afforded 4.1 g. (47%) of crystals, m.p. 223°-225°. The reactants are [Li]CCCC (n-BuLi), BrC1=CC=C(C=C1)Br (1,4-dibromobenzene), CC(CCCC)=O (2-hexanone). The solvent is C1CCOC1 (THF). Reaction conditions: temperature -78 celsius, time 1 hour. The product is BrC1=CC=C(C=C1)C(CCCC)(C)O (1-Bromo-4-(1-hydroxy-1-methylpentyl)benzene). Yield: 91.5%. RXN SMILES: [Li]CCCC.Br[C:7]1[CH:12]=[CH:11][C:10]([Br:13])=[CH:9][CH:8]=1.[CH3:14][C:15](=[O:20])[CH2:16][CH2:17][CH2:18][CH3:19]>C1COCC1>[Br:13][C:10]1[CH:11]=[CH:12][C:7]([C:15]([OH:20])([CH3:14])[CH2:16][CH2:17][CH2:18][CH3:19])=[CH:8][CH:9]=1. Reported procedure: n-BuLi (2.5 M in hexanes, 17.0 mL, 42.5 mmol) was added dropwise to a solution of 1,4-dibromobenzene (10.04 g, 42.5 mmol) in THF (100 mL) at −78° C. under nitrogen. After stirring at −78° C. for 1 hour, 2-hexanone (4.5 g, 44.9 mmol) was added dropwise, and the solution was warmed to room temperature and stirred overnight. The reaction mixture was quenched with water and the organic layer was separated. Next, the organic phase was washed with water, dried over Na2SO4, and concentrated on a rotary... Reactants: C([O-])([O-])=O.[K+].[K+] (Potassium carbonate), FC(CNC(=O)C1(C2=CC=CC=C2C=2C=CC=CC12)CCCBr)(F)F (3-[9-(2,2,2-trifluoroethylcarbamoyl)-9H-fluoren-9-yl]propyl bromide), CC1=C(C(=O)OCC)C=C(C=C1)N1CCNCC1 (Ethyl 2-methyl-5-piperazinylbenzoate). Run in C(C)(=O)OCC (ethyl acetate), CN(C)C=O (DMF). Conditions: temperature 75 celsius, time 7 hour. The product is FC(CNC(=O)C1(C2=CC=CC=C2C=2C=CC=CC12)CCCN1CCN(CC1)C=1C=CC(=C(C(=O)OCC)C1)C)(F)F (ethyl 5-[4-[3-[9-(2,2,2-trifluoroethylcarbamoyl)-9H-fluoren-9-yl]propyl]piperazinyl]-2-methylbenzoate). Isolated yield 59.4%. As a reaction SMILES: [CH3:1][C:2]1[CH:12]=[CH:11][C:10]([N:13]2[CH2:18][CH2:17][NH:16][CH2:15][CH2:14]2)=[CH:9][C:3]=1[C:4]([O:6][CH2:7][CH3:8])=[O:5].C(=O)([O-])[O-].[K+].[K+].[F:25][C:26]([F:49])([F:48])[CH2:27][NH:28][C:29]([C:31]1([CH2:44][CH2:45][CH2:46]Br)[C:43]2[CH:42]=[CH:41][CH:40]=[CH:39][C:38]=2[C:37]2[C:32]1=[CH:33][CH:34]=[CH:35][CH:36]=2)=[O:30]>CN(C=O)C.C(OCC)(=O)C>[F:25][C:26]([F:48])([F:49])[CH2:27][NH:28][C:29]([C:31]1([CH2:44][CH2:45][CH2:46][N:16]2[CH2:15][CH2:14][N:13]([C:10]3[CH:11]=[CH:12][C:2]([CH3:1])=[C:3]([CH:9]=3)[C:4]([O:6][CH2:7][CH3:8])=[O:5])[CH2:18][CH2:17]2)[C:43]2[CH:42]=[CH:41][CH:40]=[CH:39][C:38]=2[C:37]2[C:32]1=[CH:33][CH:34]=[CH:35][CH:36]=2)=[O:30] |f:1.2.3|. Procedure details: Ethyl 2-methyl-5-piperazinylbenzoate (1.8 g, 9.1 mmol) was dissolved in 20 ml of anhydrous DMF. Potassium carbonate (1.7 g) and 3-[9-(2,2,2-trifluoroethylcarbamoyl)-9H-fluoren-9-yl]propyl bromide (2.5 g, 6.1 mmol) were added to the solution, and the mixture was stirred at 75° C. for 7 hr. The temperature of the reaction solution was returned to room temperature, and the reaction solution was then diluted with ethyl acetate. The dilution was washed twice with water and was then dried over anhydro... The reactants are O=C([O-])O, CC(=O)[O-], CCO, Cl, NO, [Na+], [Na+], O=C1CCOc2ccccc21. Product: ON=C1CCOc2ccccc21. As a reaction SMILES: [C:20](=[O:21])([OH:22])[O-:23].[CH3:13][C:14](=[O:15])[O-:16].[CH3:25][CH2:26][OH:27].[ClH:17].[NH2:18][OH:19].[Na+:12].[Na+:24].[O:1]1[CH2:2][CH2:3][C:4](=[O:11])[c:5]2[cH:6][cH:7][cH:8][cH:9][c:10]21>>[O:1]1[CH2:2][CH2:3][C:4](=[N:18][OH:19])[c:5]2[cH:6][cH:7][cH:8][cH:9][c:10]21. Starting materials: CS(C)=O, N#Cc1ccc(F)c(CO)c1Cl, [Li+], [Li+], O=C([O-])[O-], O, CC1NCCC1C(C)(C)O. Product: CC1C(C(C)(C)O)CCN1c1ccc(C#N)c(Cl)c1CO. As a reaction SMILES: [CH3:30][S:31](=[O:32])[CH3:33].[Cl:1][c:2]1[c:3]([C:4]#[N:5])[cH:6][cH:7][c:8]([F:12])[c:9]1[CH2:10][OH:11].[Li+:23].[Li+:24].[O-:25][C:26](=[O:27])[O-:28].[OH2:29].[OH:13][C:14]([CH3:15])([CH3:16])[CH:17]1[CH:18]([CH3:22])[NH:19][CH2:20][CH2:21]1>>[Cl:1][c:2]1[c:3]([C:4]#[N:5])[cH:6][cH:7][c:8]([N:19]2[CH:18]([CH3:22])[CH:17]([C:14]([OH:13])([CH3:15])[CH3:16])[CH2:21][CH2:20]2)[c:9]1[CH2:10][OH:11]. Starting materials: FC(C(=O)O)(F)F.FC(C(=O)O)(F)F.FC(C(=O)O)(F)F.N1CC(C1)CC(=O)NC=1C=CC=2NC3=C(C=NC(NC=4C=NC=C(CCC1C2)C4)=N3)Cl (2-azetidin-3-yl-N-[6-chloro-2,4,8,18,22-pentaazatetracyclo[14.3.1.1(3,7).1(9,13)]docosa-1(20),3(22),4,6,9(21),10,12,16,18-nonaen-12-yl]acetamide tris(trifluoroacetate)), S1C(=NC=C1)C(=O)Cl (1,3-thiazole-2-carbonyl chloride). Yields the product FC(C(=O)O)(F)F.FC(C(=O)O)(F)F.ClC=1C=NC=2NC=3C=NC=C(CCC4=C(C=CC(NC1N2)=C4)NC(CC4CN(C4)C(=O)C=4SC=CN4)=O)C3 (N-[6-Chloro-2,4,8,18,22-pentaazatetracyclo[14.3.1.1(3,7).1(9,13)]docosa-1(20),3(22),4,6,9(21),10,12,16,18-nonaen-12-yl]-2-[1-(1,3-thiazol-2-ylcarbonyl)azetidin-3-yl]acetamide bis(trifluoroacetate)). Yield: 66.0%. As a reaction SMILES: [F:1][C:2]([F:7])([F:6])[C:3]([OH:5])=[O:4].[F:8][C:9]([F:14])([F:13])[C:10]([OH:12])=[O:11].FC(F)(F)C(O)=O.[NH:22]1[CH2:25][CH:24]([CH2:26][C:27]([NH:29][C:30]2[CH:31]=[CH:32][C:33]3[NH:34][C:35]4[N:51]=[C:39]([NH:40][C:41]5[CH:42]=[N:43][CH:44]=[C:45]([CH:50]=5)[CH2:46][CH2:47][C:48]=2[CH:49]=3)[N:38]=[CH:37][C:36]=4[Cl:52])=[O:28])[CH2:23]1.[S:53]1[CH:57]=[CH:56][N:55]=[C:54]1[C:58](Cl)=[O:59]>>[F:1][C:2]([F:7])([F:6])[C:3]([OH:5])=[O:4].[F:8][C:9]([F:14])([F:13])[C:10]([OH:12])=[O:11].[Cl:52][C:36]1[CH:37]=[N:38][C:39]2[NH:40][C:41]3[CH:42]=[N:43][CH:44]=[C:45]([CH:50]=3)[CH2:46][CH2:47][C:48]3[CH:49]=[C:33]([NH:34][C:35]=1[N:51]=2)[CH:32]=[CH:31][C:30]=3[NH:29][C:27](=[O:28])[CH2:26][CH:24]1[CH2:23][N:22]([C:58]([C:54]2[S:53][CH:57]=[CH:56][N:55]=2)=[O:59])[CH2:25]1 |f:0.1.2.3,5.6.7|. Procedure: The desired compound was prepared according to the procedure of Example D94 using 2-azetidin-3-yl-N-[6-chloro-2,4,8,18,22-pentaazatetracyclo[14.3.1.1(3,7).1(9,13)]docosa-1(20),3(22),4,6,9(21),10,12,16,18-nonaen-12-yl]acetamide tris(trifluoroacetate) and 1,3-thiazole-2-carbonyl chloride as the starting materials in 66% yield. LCMS for C26H24ClN8O2S (M+H)+: m/z=547.2.